This data is from the Open Reaction Database (ORD), a public repository of structured organic reaction records. The task is: describe an organic reaction: reactants, conditions, products, and yield Starting materials: COC1=NC=CC2=C1C(=NN2)C2=CC=C(C=C2)S(=O)(=O)N (4-(4-methoxy-1H-pyrazolo[4,3-c]pyridin-3-yl)benzenesulfonamide), [I-].[Na+] (sodium iodide), Cl[Si](C)(C)C (chloro(trimethyl)silane), C(O)([O-])=O.[Na+] (sodium hydrogencarbonate). Run in C(C)#N (acetonitrile). Conditions: temperature 50 celsius, time 1 hour. Product: O=C1NC=CC2=C1C(=NN2)C2=CC=C(C=C2)S(=O)(=O)N (4-(4-oxo-4,5-dihydro-1H-pyrazolo[4,3-c]pyridin-3-yl)benzenesulfonamide). Isolated yield 81.6%. Reaction SMILES: C[O:2][C:3]1[C:8]2[C:9]([C:12]3[CH:17]=[CH:16][C:15]([S:18]([NH2:21])(=[O:20])=[O:19])=[CH:14][CH:13]=3)=[N:10][NH:11][C:7]=2[CH:6]=[CH:5][N:4]=1.[I-].[Na+].Cl[Si](C)(C)C.C(=O)([O-])O.[Na+]>C(#N)C>[O:2]=[C:3]1[C:8]2[C:9]([C:12]3[CH:13]=[CH:14][C:15]([S:18]([NH2:21])(=[O:20])=[O:19])=[CH:16][CH:17]=3)=[N:10][NH:11][C:7]=2[CH:6]=[CH:5][NH:4]1 |f:1.2,4.5|. Procedure: To a solution of 4-(4-methoxy-1H-pyrazolo[4,3-c]pyridin-3-yl)benzenesulfonamide (60.0 mg) in acetonitrile (3 mL) were added sodium iodide (73.8 mg) and chloro(trimethyl)silane (0.250 mL), and the mixture was stirred at 50° C. for 1 hr. To the reaction mixture was added saturated aqueous sodium hydrogencarbonate solution, and the mixture was extracted with ethyl acetate. The organic layer was washed with saturated brine, dried over anhydrous sodium sulfate, and concentrated under reduced pressure... The reactants are C1(CCC1)C(=O)Cl (cyclobutanecarboxylic acid chloride), initial reactants, C(\C=C\C1=CC=CC=C1)C1NCCCC1 ((E)-2-(cinnamyl)piperidine). The product is C(\C=C\C1=CC=CC=C1)C1N(CCCC1)C(=O)C1CCC1 ((E)-2-cinnamyl-1-(cyclobutanecarbonyl)piperidine), C(\C=C\C1=CC=CC=C1)C1N(CCC1)C(=O)C1CC1 ((+)-(E)-2-cinnamyl-1-cyclopropanecarbonylpyrrolidine). RXN SMILES: [CH2:1]([CH:10]1[CH2:15][CH2:14][CH2:13][CH2:12][NH:11]1)/[CH:2]=[CH:3]/[C:4]1[CH:9]=[CH:8][CH:7]=[CH:6][CH:5]=1.[CH:16]1([C:20](Cl)=[O:21])[CH2:19][CH2:18][CH2:17]1>>[CH2:1]([CH:10]1[CH2:15][CH2:14][CH2:13][CH2:12][N:11]1[C:20]([CH:16]1[CH2:19][CH2:18][CH2:17]1)=[O:21])/[CH:2]=[CH:3]/[C:4]1[CH:9]=[CH:8][CH:7]=[CH:6][CH:5]=1.[CH2:1]([CH:10]1[CH2:15][CH2:14][CH2:13][N:11]1[C:20]([CH:16]1[CH2:19][CH2:18]1)=[O:21])/[CH:2]=[CH:3]/[C:4]1[CH:5]=[CH:6][CH:7]=[CH:8][CH:9]=1. Procedure: Stage a) The method is the same as that of Example 1.1, Stage a), the initial reactants being (E)-2-(cinnamyl)piperidine and cyclobutanecarboxylic acid chloride, which furnish (E)-2-cinnamyl-1-(cyclobutanecarbonyl)piperidine (formula II; Ar=C6 H5, m=1, n=2, R=cyclobutyl). Yield: 99%. The reactants are ClC1=CC2=C(N(C(C(N=C2C2=CC=CC=C2)NC(C(CC(C)C)NS(=O)(=O)C=2C(=NOC2C)C)=O)=O)C)C=C1 (2-(3,5-Dimethyl-isoxazole-4-sulfonylamino)-4-methyl-pentanoic Acid (7-Chloro-1-methyl-2-oxo-5-phenyl-2,3-dihydro-1H-benzo[e][1,4]diazepin-3-yl)-amide), C(=O)(OC(C)(C)C)N[C@@H](C)C(=O)O (N-Boc-(L)-alanine). Yields the product ClC1=CC2=C(N(C(C(N=C2C2=CC=CC=C2)NC(C(C)NS(=O)(=O)C=2C(=NOC2C)C)=O)=O)C)C=C1 (N-(7-Chloro-1-methyl-2-oxo-5-phenyl-2,3-dihydro-1H-benzo[e][1,4]diazepin-3-yl)-2-(3,5-dimethyl-isoxazole-4-sulfonylamino)-propionamide). RXN SMILES: [Cl:1][C:2]1[CH:39]=[CH:38][C:5]2[N:6]([CH3:37])[C:7](=[O:36])[CH:8]([NH:17][C:18](=[O:35])[CH:19]([NH:24][S:25]([C:28]3[C:29]([CH3:34])=[N:30][O:31][C:32]=3[CH3:33])(=[O:27])=[O:26])[CH2:20]C(C)C)[N:9]=[C:10]([C:11]3[CH:16]=[CH:15][CH:14]=[CH:13][CH:12]=3)[C:4]=2[CH:3]=1.C(N[C@H](C(O)=O)C)(OC(C)(C)C)=O>>[Cl:1][C:2]1[CH:39]=[CH:38][C:5]2[N:6]([CH3:37])[C:7](=[O:36])[CH:8]([NH:17][C:18](=[O:35])[CH:19]([NH:24][S:25]([C:28]3[C:29]([CH3:34])=[N:30][O:31][C:32]=3[CH3:33])(=[O:27])=[O:26])[CH3:20])[N:9]=[C:10]([C:11]3[CH:16]=[CH:15][CH:14]=[CH:13][CH:12]=3)[C:4]=2[CH:3]=1. Procedure: The compound of Example 65 was synthesized using a procedure analogous to the synthesis of the compound of Example 59 but using N-Boc-(L)-alanine in the second step. MS (ESI) M+H=530.1. Reactants: C(CCCCCCC)N1S(C=CC1=O)=O (2-n-octyl-4-isothiazolin-3-one 1-oxide), CC(=C)C(=C)C (2,3-dimethyl-1,3-butadiene). Solvent: C(CCl)Cl (ethylene dichloride). Conditions: temperature 60 celsius. Product: CC1=C(CC2C(C(N(S2=O)CCCCCCCC)=O)C1)C (5,6-Dimethyl-2-n-octyl-3a,4,7,7a-tetrahydro-1,2-benzisothiazol-3(2H)-one 1-oxide). Yield: 50.7%. RXN SMILES: [CH2:1]([N:9]1[C:13](=[O:14])[CH:12]=[CH:11][S:10]1=[O:15])[CH2:2][CH2:3][CH2:4][CH2:5][CH2:6][CH2:7][CH3:8].[CH3:16][C:17]([C:19]([CH3:21])=[CH2:20])=[CH2:18]>C(Cl)CCl>[CH3:16][C:17]1[CH2:18][CH:12]2[C:13](=[O:14])[N:9]([CH2:1][CH2:2][CH2:3][CH2:4][CH2:5][CH2:6][CH2:7][CH3:8])[S:10](=[O:15])[CH:11]2[CH2:20][C:19]=1[CH3:21]. Procedure: To a solution of 2.2 g (0.01 mole) of 2-n-octyl-4-isothiazolin-3-one 1-oxide in 15 ml of ethylene dichloride is added 1.1 g (0.012 mole) of 2,3-dimethyl-1,3-butadiene. The solution is stirred and maintained at 60° C. overnight. The mixture is concentrated to give a dark, thick oil. The oil is further purified by column chromatography (90% benzene, 10% acetone, silica) to yield 1.58 g (51%) of product as a yellow oil. RXN SMILES: [CH3:1][O:2][C:3]1[CH:8]=[C:7]([O:9][CH:10]2[CH2:15][CH2:14][NH:13][CH2:12][CH2:11]2)[CH:6]=[CH:5][C:4]=1[CH2:16][C:17]([N:19]1[CH2:24][CH2:23][N:22]([C:25]2[CH:30]=[CH:29][CH:28]=[CH:27][C:26]=2[CH3:31])[CH2:21][CH:20]1[C:32]([NH2:34])=[O:33])=[O:18].[CH2:35]([O:37][C:38]1[C:39](=O)[C:40](=[O:45])[C:41]=1[O:42]CC)[CH3:36]>C(O)C>[CH3:1][O:2][C:3]1[CH:8]=[C:7]([O:9][CH:10]2[CH2:15][CH2:14][N:13]([C:39]3[C:40](=[O:45])[C:41](=[O:42])[C:38]=3[O:37][CH2:35][CH3:36])[CH2:12][CH2:11]2)[CH:6]=[CH:5][C:4]=1[CH2:16][C:17]([N:19]1[CH2:24][CH2:23][N:22]([C:25]2[CH:30]=[CH:29][CH:28]=[CH:27][C:26]=2[CH3:31])[CH2:21][CH:20]1[C:32]([NH2:34])=[O:33])=[O:18]. Yields the product COC1=C(C=CC(=C1)OC1CCN(CC1)C1=C(C(C1=O)=O)OCC)CC(=O)N1C(CN(CC1)C1=C(C=CC=C1)C)C(=O)N (1-(2-Methoxy-4-(-1-(3-ethoxy-3-cyclobutene-1,2-dion-4-yl)-4-piperidyloxy)phenylacetyl)-4-(2-methylphenyl) piperazine-2-carboxamide). Procedure details: 1-(2-Methoxy-4-(4-piperidyloxy)phenylacetyl)-4-(2-methylphenyl) piperazine-2-carboxamide (128 mg, 0.274 mmole) was dissolved in 4 ml of absolute ethanol. 3,4-Diethoxy-3-cyclobutene-1,2-dione (62 mg, 0.364 mmole), prepared according to the procedure in Angew. Chem. Int. Ed. 1966, 5(10), 890, was then added to the solution and the resulting reaction mixture was heated to reflux for 72 hr. The reaction mixture was cooled and filtered. The filter cake was washed with cold ethanol and dried to give t... The solvent is C(C)O (ethanol). Starting materials: COC1=C(C=CC(=C1)OC1CCNCC1)CC(=O)N1C(CN(CC1)C1=C(C=CC=C1)C)C(=O)N (1-(2-Methoxy-4-(4-piperidyloxy)phenylacetyl)-4-(2-methylphenyl) piperazine-2-carboxamide), C(C)OC=1C(C(C1OCC)=O)=O (3,4-Diethoxy-3-cyclobutene-1,2-dione).